Dataset: the Open Reaction Database (ORD), a public repository of structured organic reaction records. Task: describe an organic reaction: reactants, conditions, products, and yield Starting materials: BrC=1C=CC(=C(CO[Si](C)(C)C(C)(C)C)C1)N=C=S ((5-bromo-2-isothiocyanato-benzyloxy)-tert-butyl-dimethyl-silane), COC=1C=CC=C2CCC(C12)N (rac-7-Methoxy-indan-1-ylamine). The product is BrC1=CC2=C(N=C(OC2)NC2CCC3=CC=CC(=C23)OC)C=C1 (rac-(6-Bromo-4H-benzo[d][1,3]oxazin-2-yl)-(7-methoxy-indan-1-yl)-amine). Isolated yield 66.7%. As a reaction SMILES: [Br:1][C:2]1[CH:3]=[CH:4][C:5]([N:17]=[C:18]=S)=[C:6]([CH:16]=1)[CH2:7][O:8][Si](C(C)(C)C)(C)C.[CH3:20][O:21][C:22]1[CH:23]=[CH:24][CH:25]=[C:26]2[C:30]=1[CH:29]([NH2:31])[CH2:28][CH2:27]2>>[Br:1][C:2]1[CH:3]=[CH:4][C:5]2[N:17]=[C:18]([NH:31][CH:29]3[C:30]4[C:26](=[CH:25][CH:24]=[CH:23][C:22]=4[O:21][CH3:20])[CH2:27][CH2:28]3)[O:8][CH2:7][C:6]=2[CH:16]=1. Procedure details: Prepared from (5-bromo-2-isothiocyanato-benzyloxy)-tert-butyl-dimethyl-silane (Example 32, step B) (4.0 g, 11.2 mmol) and the rac-7-methoxy-indan-1-ylamine (Example 10, step A) (1.82 g, 11.2 mmol) according to the procedure described for Example 1. Obtained the title compound as a white solid (2.79 g, 67%), m.p. 151° C.; MS (ISP) m/e=375.1 [(M+H)+].